Dataset: the Open Reaction Database (ORD), a public repository of structured organic reaction records. Task: describe an organic reaction: reactants, conditions, products, and yield The reactants are reagents, CN1CCC=2NC=3C=CC(=CC3C2CC1)C (3,9-Dimethyl-1,2,3,4,5,6-hexahydroazepino[4,5-b]indole), BrC=C(C)C1=C(C=CC=C1)F (1-(1-bromoprop-1-en-2-yl)-2-fluorobenzene), N1[C@H](C(=O)O)CCC1 (L-proline), [O-]P(=O)([O-])[O-].[K+].[K+].[K+] (potassium phosphate tribasic). Reagents/catalysts: [Cu]I (CuI). The solvent is CN(C)C=O (DMF). Conditions: temperature 85 celsius. The product is FC1=C(C=CC=C1)\C(=C/N1C2=C(C=3C=C(C=CC13)C)CCN(CC2)C)\C ((Z)-6-(2-(2-fluorophenyl)prop-1-enyl)-3,9-dimethyl-1,2,3,4,5,6-hexahydroazepino[4,5-b]indole). As a reaction SMILES: [CH3:1][N:2]1[CH2:15][CH2:14][C:13]2[C:12]3[CH:11]=[C:10]([CH3:16])[CH:9]=[CH:8][C:7]=3[NH:6][C:5]=2[CH2:4][CH2:3]1.Br[CH:18]=[C:19]([C:21]1[CH:26]=[CH:25][CH:24]=[CH:23][C:22]=1[F:27])[CH3:20].N1CCC[C@H]1C(O)=O.[O-]P([O-])([O-])=O.[K+].[K+].[K+]>CN(C=O)C.[Cu]I>[F:27][C:22]1[CH:23]=[CH:24][CH:25]=[CH:26][C:21]=1/[C:19](/[CH3:20])=[CH:18]\[N:6]1[C:7]2[CH:8]=[CH:9][C:10]([CH3:16])=[CH:11][C:12]=2[C:13]2[CH2:14][CH2:15][N:2]([CH3:1])[CH2:3][CH2:4][C:5]1=2 |f:3.4.5.6|. Procedure: 3,9-Dimethyl-1,2,3,4,5,6-hexahydroazepino[4,5-b]indole (214 mg, 1 mmol), 1-(1-bromoprop-1-en-2-yl)-2-fluorobenzene (260 mg, 1.2 mmol), L-proline (0.2 mmol), CuI (19 mg, 0.1 mmol) and potassium phosphate tribasic (424 mg, 2 mmol) in DMF was stirred at RT and purged with nitrogen. The reaction mixture was heated at 85° C. overnight. An additional 1 eq. of reagents was added and the mixture heated for an additional 24 h. The DMF was evaporated and the residue was poured into water. The precipitate ... Reaction SMILES: [N:1]1[CH:2]=[CH:3][N:4]2[C:9]([CH2:10][CH2:11][N:12]3[C:16](=[O:17])[CH2:15][S:14][C:13]3=[O:18])=[CH:8][CH:7]=[CH:6][C:5]=12.[CH:19](=O)[CH2:20][CH2:21][CH3:22].N1CCCCC1>C(O)C>[CH:19](=[C:15]1[S:14][C:13](=[O:18])[N:12]([CH2:11][CH2:10][C:9]2[N:4]3[CH:3]=[CH:2][N:1]=[C:5]3[CH:6]=[CH:7][CH:8]=2)[C:16]1=[O:17])[CH2:20][CH2:21][CH3:22]. Yields the product C(CCC)=C1C(N(C(S1)=O)CCC1=CC=CC=2N1C=CN2)=O (5-butylidene-3-[2-(imidazo[1,2-a]pyridin-5-yl)ethyl]thiazolidine-2,4-dione). Run in C(C)O (ethanol). Reported procedure: To a solution of 1.18 g (4.5 mmol) of 3-[2-(imidazo[1,2-a]pyridin-5-yl)ethyl]thiazolidine-2,4-dione and 0.41 ml (4.5 mmol) of n-butyraldehyde in 20 ml of ethanol, 0.05 ml (0.5 mmol) of piperidine was added, followed by refluxing for 2 hours. After the reaction mixture was cooled, the solvent was distilled off. The residue was dissolved in chloroform, washed with water and dried, after which the solvent was distilled off. The residue was purified by column chromatography (eluent, hexane/ethyl ace... Starting materials: N=1C=CN2C1C=CC=C2CCN2C(SCC2=O)=O (3-[2-(imidazo[1,2-a]pyridin-5-yl)ethyl]thiazolidine-2,4-dione), C(CCC)=O (n-butyraldehyde), N1CCCCC1 (piperidine).